From a dataset of the Open Reaction Database (ORD), a public repository of structured organic reaction records. describe an organic reaction: reactants, conditions, products, and yield Starting materials: [NH4+].[OH-] (NH4OH), Cl.Cl.N1(CCCC1)CCOC1=CC=C(CC=2C3=C(SC2C2=CC=C(C=C2)NC(=O)C=2N=CNC2)C=CC=C3)C=C1 (3-[4-[2-(1-Pyrrolidinyl)ethoxy]benzyl]-2-[4-(4-imidazolylcarbonylamino)phenyl]benzo[b]thiophene Dihydrochloride), C1C(CNC1=O)CC(=O)O (2-pyrrolidinone-4-acetic acid), oxalate salt, CO (MeOH). Run in C(Cl)(Cl)Cl (CHCl3). The product is C(C(=O)O)(=O)O.N1(CCCC1)CCOC1=CC=C(CC=2C3=C(SC2C2=CC=C(C=C2)C(CC2CNC(C2)=O)=O)C=CC=C3)C=C1 (3-[4-[2-(1-Pyrrolidinyl)ethoxy]benzyl]-2-[4-[1-oxo-2-(5-oxopyrrolidin-3-yl)ethyl]phenyl]benzo[b]thiophene Oxalate). Isolated yield 67.0%. RXN SMILES: Cl.Cl.[N:3]1([CH2:8][CH2:9][O:10][C:11]2[CH:40]=[CH:39][C:14]([CH2:15][C:16]3[C:17]4[CH:38]=[CH:37][CH:36]=[CH:35][C:18]=4[S:19][C:20]=3[C:21]3[CH:26]=[CH:25][C:24](NC(C4N=CNC=4)=O)=[CH:23][CH:22]=3)=[CH:13][CH:12]=2)[CH2:7][CH2:6][CH2:5][CH2:4]1.[CH2:41]1[C:45](=[O:46])[NH:44][CH2:43][CH:42]1[CH2:47][C:48]([OH:50])=[O:49].[CH3:51][OH:52].[NH4+].[OH-:54]>C(Cl)(Cl)Cl>[C:48]([OH:50])(=[O:49])[C:51]([OH:54])=[O:52].[N:3]1([CH2:8][CH2:9][O:10][C:11]2[CH:40]=[CH:39][C:14]([CH2:15][C:16]3[C:17]4[CH:38]=[CH:37][CH:36]=[CH:35][C:18]=4[S:19][C:20]=3[C:21]3[CH:26]=[CH:25][C:24]([C:48](=[O:49])[CH2:47][CH:42]4[CH2:41][C:45](=[O:46])[NH:44][CH2:43]4)=[CH:23][CH:22]=3)=[CH:13][CH:12]=2)[CH2:7][CH2:6][CH2:5][CH2:4]1 |f:0.1.2,5.6,8.9|. Reported procedure: By essentially following the conditions described in Example 1, Part F, the free base of the title compound was prepared as a foam from 2-(4-aminophenyl)-3-[4-[2-(1-pyrrolidinyl)ethoxy]benzyl]benzo[b]thiophene (Example 16; Part D) and 2-pyrrolidinone-4-acetic acid in 67% yield following radial chromatography (SiO2; 1% then 2% then 4% MeOH in CHCl3 sat'd with NH4OH). The product was converted to the oxalate salt according to the proceedure described in Example 1, Part G. Starting materials: O (Water), [H-].[Na+] (Sodium hydride), CC1=NC(=CC(=C1CO)OCC1=CC=C(C=C1)C1=C(C=CC=C1)C=1N=NN(N1)C(C1=CC=CC=C1)(C1=CC=CC=C1)C1=CC=CC=C1)C (2,6-dimethyl-3-hydroxymethyl-4-[(2'-(2-triphenylmethyl-2H-tetrazol-5-yl)biphenyl-4-yl)methoxy]pyridine), CN(C)C=O (DMF), IC (Iodomethane). Conditions: time 10 minute. Yields the product CC1=NC(=CC(=C1C(=O)OCC)OCC1=CC=C(C=C1)C1=C(C=CC=C1)C=1N=NN(N1)C(C1=CC=CC=C1)(C1=CC=CC=C1)C1=CC=CC=C1)C (ethyl 2,6-dimethyl-4-[(2'-(2-triphenylmethyl-2H-tetrazol-5-yl)biphenyl-4-yl)methoxy]pyridine-3-carboxylate). As a reaction SMILES: [H-].[Na+].[CH3:3][C:4]1[C:9]([CH2:10][OH:11])=[C:8]([O:12][CH2:13][C:14]2[CH:19]=[CH:18][C:17]([C:20]3[CH:25]=[CH:24][CH:23]=[CH:22][C:21]=3[C:26]3[N:27]=[N:28][N:29]([C:31]([C:44]4[CH:49]=[CH:48][CH:47]=[CH:46][CH:45]=4)([C:38]4[CH:43]=[CH:42][CH:41]=[CH:40][CH:39]=4)[C:32]4[CH:37]=[CH:36][CH:35]=[CH:34][CH:33]=4)[N:30]=3)=[CH:16][CH:15]=2)[CH:7]=[C:6]([CH3:50])[N:5]=1.I[CH3:52].O.CN([CH:57]=[O:58])C>>[CH3:3][C:4]1[C:9]([C:10]([O:58][CH2:57][CH3:52])=[O:11])=[C:8]([O:12][CH2:13][C:14]2[CH:15]=[CH:16][C:17]([C:20]3[CH:25]=[CH:24][CH:23]=[CH:22][C:21]=3[C:26]3[N:27]=[N:28][N:29]([C:31]([C:38]4[CH:39]=[CH:40][CH:41]=[CH:42][CH:43]=4)([C:32]4[CH:37]=[CH:36][CH:35]=[CH:34][CH:33]=4)[C:44]4[CH:49]=[CH:48][CH:47]=[CH:46][CH:45]=4)[N:30]=3)=[CH:18][CH:19]=2)[CH:7]=[C:6]([CH3:50])[N:5]=1 |f:0.1|. Procedure details: Sodium hydride (115 mg) was added to a solution of 2,6-dimethyl-3-hydroxymethyl-4-[(2'-(2-triphenylmethyl-2H-tetrazol-5-yl)biphenyl-4-yl)methoxy]pyridine (1.0 g) in DMF (30 ml) and the mixture was stirred for 10 minutes. Iodomethane (0.3 ml) was added and the mixture was stirred for 18 hours. Water (100 ml) was added and the mixture was extracted with ethyl acetate (2×50 ml). The combined extracts were washed with saturated sodium chloride solution (50 ml) and then dried (MgSO4). The solvent was... The reactants are ClC1=CC(=NC=C1)C#N (4-Chloro-2-cyanopyridine), O.NN (hydrazine monohydrate). Run in O1CCOCC1 (1,4-dioxane), O (water). Yields the product C(#N)C1=NC=CC(=C1)NN (2-Cyano-4-hydrazinopyridine), crude product. As a reaction SMILES: Cl[C:2]1[CH:7]=[CH:6][N:5]=[C:4]([C:8]#[N:9])[CH:3]=1.O.[NH2:11][NH2:12]>O1CCOCC1.O>[C:8]([C:4]1[CH:3]=[C:2]([NH:11][NH2:12])[CH:7]=[CH:6][N:5]=1)#[N:9] |f:1.2|. Procedure details: 4-Chloro-2-cyanopyridine (1 g) was dissolved in hydrazine monohydrate (1 ml) and 1,4-dioxane (10 ml), and stirred overnight under reflux. The reaction solution was diluted with water (30 ml) and extracted repeatedly with ethyl acetate. The organic layer was concentrated to obtain the title compound as a crude product, which was used for the next step without further purification. Yield: 30.9%. Conditions: temperature 120 celsius, time 2 day. Product: FC=1C=C(C#N)C=C(C1OC)F (3,5-Difluoro-4-methoxybenzonitrile). Procedure: A mixture of 4-bromo-2,6-difluorophenyl methyl ether (11.5 g, 0.0516 mol; see step (ii) above) and CuCN (6.92 g, 0.0774 mol) in dry DMF (15 mL) was stirred at 120° C. for two days under nitrogen atmosphere. The reaction mixture was cooled to room temperature, diluted with water and extracted with ethyl acetate. The organic layer was washed with water and brine and dried over sodium sulfate. Solvent evaporation under reduced pressure followed by column chromatography over silica gel, using 2% eth... Solvent: CN(C)C=O (DMF), O (water). Reaction SMILES: [CH3:1][O:2][C:3]1[C:8]([F:9])=[CH:7][C:6](Br)=[CH:5][C:4]=1[F:11].[C:12]([Cu])#[N:13]>CN(C=O)C.O>[F:11][C:4]1[CH:5]=[C:6]([CH:7]=[C:8]([F:9])[C:3]=1[O:2][CH3:1])[C:12]#[N:13]. Reactants: COC1=C(C=C(C=C1F)Br)F (4-Bromo-2,6-difluorophenyl methyl ether), C(#N)[Cu] (CuCN). Starting materials: C(C)(=O)OC/C=C/CN1C(NC(C(=C1C(C1=CC(=CC(=C1)C)C)=O)CC)=O)=O (1-(4-acetoxy-trans-2-butenyl)-5-ethyl-6-(3,5-dimethylbenzoyl)-2,4-pyrimidinedione), C[O-].[Na+] (sodium methoxide), C(C)(=O)O (acetic acid). Run in CO (methanol). Run at time 1 hour. Yields the product OC/C=C/CN1C(NC(C(=C1C(C1=CC(=CC(=C1)C)C)=O)CC)=O)=O (1-(4-hydroxy-trans-2-butenyl)-5-ethyl-6-(3,5-dimethylbenzoyl)-2,4-pyrimidinedione). Isolated yield 58.4%. As a reaction SMILES: C([O:4][CH2:5]/[CH:6]=[CH:7]/[CH2:8][N:9]1[C:14]([C:15](=[O:24])[C:16]2[CH:21]=[C:20]([CH3:22])[CH:19]=[C:18]([CH3:23])[CH:17]=2)=[C:13]([CH2:25][CH3:26])[C:12](=[O:27])[NH:11][C:10]1=[O:28])(=O)C.C[O-].[Na+].C(O)(=O)C>CO>[OH:4][CH2:5]/[CH:6]=[CH:7]/[CH2:8][N:9]1[C:14]([C:15](=[O:24])[C:16]2[CH:17]=[C:18]([CH3:23])[CH:19]=[C:20]([CH3:22])[CH:21]=2)=[C:13]([CH2:25][CH3:26])[C:12](=[O:27])[NH:11][C:10]1=[O:28] |f:1.2|. Procedure details: To a stirred solution of 50 mg (0.13 mmol) of the compound obtained from Example 80 in 5 ml of methanol was added 20 mg (0.37 mmol) of sodium methoxide at room temperature. After 1 hour, the reaction mixture was neutralized with acetic acid and evaporated under reduced pressure to give a yellow-colored residue, which was purified by flash chromatography using a mixture of ethyl acetate and hexane (4:1) as an eluent to afford 26 mg (yield 56%) of the title compound as a white solid. The reactants are C1(=CC=C(C=C1)CCl)CCl (p-xylylene dichloride), ClCCO (2-chloroethanol), ClCCO (2-chloroethanol). Yields the product ClCCOCC1=CC=C(C=C1)COCCCl (1,4-Bis(2-chloroethoxymethyl)benzene). As a reaction SMILES: [C:1]1([CH2:9]Cl)[CH:6]=[CH:5][C:4]([CH2:7]Cl)=[CH:3][CH:2]=1.[Cl:11][CH2:12][CH2:13][OH:14]>>[Cl:11][CH2:12][CH2:13][O:14][CH2:9][C:1]1[CH:2]=[CH:3][C:4]([CH2:7][O:14][CH2:13][CH2:12][Cl:11])=[CH:5][CH:6]=1. Reported procedure: To 5.0 g of p-xylylene dichloride was added 25 ml of 2-chloroethanol, and the mixture was refluxed for 24 hours. After the reaction, 2-chloroethanol was removed under reduce pressure at 100° C. The residue was applied to a silica gel column and eluted with hexane/chloroform (1:1) as eluent, and a relevant fraction was further purified by distillation to obtain 2.44 g of the title compound as a colorless liquid. Starting materials: ClC1=C(C(=O)O)C(=CC=C1)C (2-chloro-6-methyl-benzoic acid), S(=O)(Cl)Cl (thionyl chloride). The reagents and catalysts are CN(C)C=O (DMF). Solvent: C(Cl)Cl (DCM). Reaction conditions: time 3 hour. Yields the product ClC1=C(C(=O)Cl)C(=CC=C1)C (2-Chloro-6-methylbenzoyl chloride). As a reaction SMILES: [Cl:1][C:2]1[CH:10]=[CH:9][CH:8]=[C:7]([CH3:11])[C:3]=1[C:4](O)=[O:5].S(Cl)([Cl:14])=O>CN(C=O)C.C(Cl)Cl>[Cl:1][C:2]1[CH:10]=[CH:9][CH:8]=[C:7]([CH3:11])[C:3]=1[C:4]([Cl:14])=[O:5]. Procedure details: A round bottom flask containing the 2-chloro-6-methyl-benzoic acid (1.5 g, 8.79 mmol) and a stirring bar is charged with dry DCM (10 mL). Stirring is initiated. After several min, a solution of thionyl chloride (in DCM (2M), 6.6 mL, 13.2 mmol) is added via syringe. 2 drops of DMF are then added. The reaction immediately began to bubble gently. After 2 h bubbling ceases. After 3 h, the solvent is removed from the reaction mixture in vacuo. The oily residue is redissolved in DCM (6 mL) and the sol... The reactants are CC(C)(C)[Si](C)(C)OCCCCC(c1cc(F)ccc1F)S(=O)(=O)c1ccc(Cl)cc1, CC(C)(C)[Si](C)(C)OCCCCI, [Li]CCCC, CCCCCC, C1CCOC1, O. Yields the product CC(C)(C)[Si](C)(C)OCCCCC(CCCCO[Si](C)(C)C(C)(C)C)(c1cc(F)ccc1F)S(=O)(=O)c1ccc(Cl)cc1. RXN SMILES: [C:12]([CH3:13])([CH3:14])([CH3:15])[Si:16]([O:17][CH2:18][CH2:19][CH2:20][CH2:21][CH:22]([S:23](=[O:24])(=[O:25])[c:26]1[cH:27][cH:28][c:29]([Cl:32])[cH:30][cH:31]1)[c:33]1[c:34]([F:40])[cH:35][cH:36][c:37]([F:39])[cH:38]1)([CH3:41])[CH3:42].[C:43]([CH3:44])([CH3:45])([CH3:46])[Si:47]([O:48][CH2:49][CH2:50][CH2:51][CH2:52][I:53])([CH3:54])[CH3:55].[CH2:1]([Li:2])[CH2:3][CH2:4][CH3:5].[CH3:6][CH2:7][CH2:8][CH2:9][CH2:10][CH3:11].[O:57]1[CH2:58][CH2:59][CH2:60][CH2:61]1.[OH2:56]>>[C:12]([CH3:13])([CH3:14])([CH3:15])[Si:16]([O:17][CH2:18][CH2:19][CH2:20][CH2:21][C:22]([S:23](=[O:24])(=[O:25])[c:26]1[cH:27][cH:28][c:29]([Cl:32])[cH:30][cH:31]1)([c:33]1[c:34]([F:40])[cH:35][cH:36][c:37]([F:39])[cH:38]1)[CH2:52][CH2:51][CH2:50][CH2:49][O:48][Si:47]([C:43]([CH3:44])([CH3:45])[CH3:46])([CH3:54])[CH3:55])([CH3:41])[CH3:42].